Dataset: the Open Reaction Database (ORD), a public repository of structured organic reaction records. Task: describe an organic reaction: reactants, conditions, products, and yield Procedure: A solution of aniline (6 mmol), ethyl 3-oxodecanoate (6 mmol) and toluene-p-sulfonic acid (50 mg) in dry toluene (60 ml) was heated under reflux for 24 hours using Dean-Stark apparatus for the azeotropic removal of water. The solvent was removed in vacuum to afford the title product as an oil which was used without purification in the next step. The product is N(C1=CC=CC=C1)C(=CC(=O)OCC)CCCCCCC (Ethyl 3-anilino-2-decenoate). Reactants: NC1=CC=CC=C1 (aniline), O=C(CC(=O)OCC)CCCCCCC (ethyl 3-oxodecanoate), C1(=CC=C(C=C1)S(=O)(=O)O)C (toluene-p-sulfonic acid). Solvent: C1(=CC=CC=C1)C (toluene). As a reaction SMILES: [NH2:1][C:2]1[CH:7]=[CH:6][CH:5]=[CH:4][CH:3]=1.O=[C:9]([CH2:16][CH2:17][CH2:18][CH2:19][CH2:20][CH2:21][CH3:22])[CH2:10][C:11]([O:13][CH2:14][CH3:15])=[O:12].C1(C)C=CC(S(O)(=O)=O)=CC=1>C1(C)C=CC=CC=1>[NH:1]([C:9]([CH2:16][CH2:17][CH2:18][CH2:19][CH2:20][CH2:21][CH3:22])=[CH:10][C:11]([O:13][CH2:14][CH3:15])=[O:12])[C:2]1[CH:7]=[CH:6][CH:5]=[CH:4][CH:3]=1. Reactants: [Li]CCCC, C1CCOC1, CC(=O)O, CCCCCC, CC(C)NC(C)C, CI, O, CC1C(O)CC(=O)N1c1ccc(C#N)c(C(F)(F)F)c1. Yields the product CC1C(=O)N(c2ccc(C#N)c(C(F)(F)F)c2)C(C)C1O. Reaction SMILES: [CH2:14]([Li:15])[CH2:16][CH2:17][CH3:18].[CH2:41]1[O:42][CH2:43][CH2:44][CH2:45]1.[CH3:47][C:48](=[O:49])[OH:50].[CH3:8][CH2:9][CH2:10][CH2:11][CH2:12][CH3:13].[CH:1]([NH:2][CH:3]([CH3:4])[CH3:5])([CH3:6])[CH3:7].[I:39][CH3:40].[OH2:46].[OH:19][CH:20]1[CH:21]([CH3:38])[N:22]([c:26]2[cH:27][c:28]([C:34]([F:35])([F:36])[F:37])[c:29]([C:30]#[N:31])[cH:32][cH:33]2)[C:23](=[O:25])[CH2:24]1>>[CH3:1][CH:24]1[CH:20]([OH:19])[CH:21]([CH3:38])[N:22]([c:26]2[cH:27][c:28]([C:34]([F:35])([F:36])[F:37])[c:29]([C:30]#[N:31])[cH:32][cH:33]2)[C:23]1=[O:25]. Reactants: NC1=C(C=CC=C1)C#CC=1C(=CC(=C(C1)/C=C/C(=O)C1=CC=C(C=C1)S(=O)(=O)N)OC)OC (4-{3E-[5-(2-Aminophenylethynyl)-2,4-dimethoxyphenyl]acryloyl}benzenesulfonamide). The reagents and catalysts are Cl[Pd]Cl (PdCl2). Run in C(C)#N (acetonitrile). Run at time 0.5 hour. The product is N1C(=CC2=CC=CC=C12)C=1C(=CC(=C(C1)/C=C/C(=O)C1=CC=C(C=C1)S(=O)(=O)N)OC)OC (4-{3E-[5-(1H-indol-2-yl)-2,4-dimethoxyphenyl]acryloyl}benzenesulfonamide). Isolated yield 82.3%. Reaction SMILES: [NH2:1][C:2]1[CH:7]=[CH:6][CH:5]=[CH:4][C:3]=1[C:8]#[C:9][C:10]1[C:11]([O:32][CH3:33])=[CH:12][C:13]([O:30][CH3:31])=[C:14](/[CH:16]=[CH:17]/[C:18]([C:20]2[CH:25]=[CH:24][C:23]([S:26]([NH2:29])(=[O:28])=[O:27])=[CH:22][CH:21]=2)=[O:19])[CH:15]=1>C(#N)C.Cl[Pd]Cl>[NH:1]1[C:2]2[C:3](=[CH:4][CH:5]=[CH:6][CH:7]=2)[CH:8]=[C:9]1[C:10]1[C:11]([O:32][CH3:33])=[CH:12][C:13]([O:30][CH3:31])=[C:14](/[CH:16]=[CH:17]/[C:18]([C:20]2[CH:25]=[CH:24][C:23]([S:26]([NH2:29])(=[O:28])=[O:27])=[CH:22][CH:21]=2)=[O:19])[CH:15]=1. Procedure: Ex-35E: 4-{3E-[5-(2-Aminophenylethynyl)-2,4-dimethoxyphenyl]acryloyl}benzenesulfonamide (Ex-35D, 0.91 g, 1.97 mmol) was dissolved in acetonitrile (100 ml), heated to reflux, and then PdCl2 (0.035 g, 0.197 mmol) was added. The reaction mixture was kept at reflux for 10 min and cooled to room temperature. Upon cooling, the mixture was filtered to remove any solid material and the filtrate was treated with 3-mercaptopropyl-functionalized silica gel (1.0 g) under stirring for 0.5 h. The mixture was ... Starting materials: N[C@H]1CN(CC1)C1=NC(=C2N=CN(C2=N1)[C@H]1[C@@H]([C@@H]([C@H](C1)N1N=C(N=N1)CC)O)O)NCC(C1=CC=CC=C1)C1=CC=CC=C1 ((1R,2S,3R,5S)-3-[2-((R)-3-amino-pyrrolidin-1-yl)-6-(2,2-diphenyl-ethylamino)-purin-9-yl]-5-(5-ethyl-tetrazol-2-yl)-cyclopentane-1,2-diol), Cl.C1(=CC=CC=C1)C(CNC1=C2N=CN(C2=NC(=N1)N1C[C@@H](CC1)NC(=O)NC=1C=NC=CC1)[C@H]1[C@@H]([C@@H]([C@H](C1)N1N=C(N=N1)CC)O)O)C1=CC=CC=C1 (1-((R)-1-{6-(2,2-Diphenyl-ethylamino)-9-[(1R,2S,3R,4S)-4-(5-ethyl-tetrazol-2-yl)-2,3-dihydroxy-cyclopentyl]-9H-purin-2-yl}-pyrrolidin-3-yl)-3-pyridin-3-yl-urea hydrochloride). Yields the product C1(=CC=CC=C1)C(CNC1=C2N=CN(C2=NC(=N1)N1C[C@@H](CC1)NC(=O)NC=1C=NC=CC1)[C@H]1[C@@H]([C@@H]([C@H](C1)N1N=C(N=N1)CC)O)O)C1=CC=CC=C1 (1-((R)-1-{6-(2,2-Diphenyl-ethylamino)-9-[(1R,2S,3R,4S)-4-(5-ethyl-tetrazol-2-yl)-2,3-dihydroxy-cyclopentyl]-9H-purin-2-yl}-pyrrolidin-3-yl)-3-pyridin-3-yl-urea). RXN SMILES: N[C@@H]1CCN(C2N=C3C(N=CN3[C@@H]3C[C@H](N4N=NC(CC)=N4)[C@@H](O)[C@H]3O)=C(NCC(C3C=CC=CC=3)C3C=CC=CC=3)N=2)C1.Cl.[C:46]1([CH:52]([C:93]2[CH:98]=[CH:97][CH:96]=[CH:95][CH:94]=2)[CH2:53][NH:54][C:55]2[N:63]=[C:62]([N:64]3[CH2:68][CH2:67][C@@H:66]([NH:69][C:70]([NH:72][C:73]4[CH:74]=[N:75][CH:76]=[CH:77][CH:78]=4)=[O:71])[CH2:65]3)[N:61]=[C:60]3[C:56]=2[N:57]=[CH:58][N:59]3[C@@H:79]2[CH2:83][C@H:82]([N:84]3[N:88]=[N:87][C:86]([CH2:89][CH3:90])=[N:85]3)[C@@H:81]([OH:91])[C@H:80]2[OH:92])[CH:51]=[CH:50][CH:49]=[CH:48][CH:47]=1>>[C:93]1([CH:52]([C:46]2[CH:47]=[CH:48][CH:49]=[CH:50][CH:51]=2)[CH2:53][NH:54][C:55]2[N:63]=[C:62]([N:64]3[CH2:68][CH2:67][C@@H:66]([NH:69][C:70]([NH:72][C:73]4[CH:74]=[N:75][CH:76]=[CH:77][CH:78]=4)=[O:71])[CH2:65]3)[N:61]=[C:60]3[C:56]=2[N:57]=[CH:58][N:59]3[C@@H:79]2[CH2:83][C@H:82]([N:84]3[N:88]=[N:87][C:86]([CH2:89][CH3:90])=[N:85]3)[C@@H:81]([OH:91])[C@H:80]2[OH:92])[CH:98]=[CH:97][CH:96]=[CH:95][CH:94]=1 |f:1.2|. Procedure details: This compound is prepared from (1R,2S,3R,5S)-3-[2-((R)-3-amino-pyrrolidin-1-yl)-6-(2,2-diphenyl-ethylamino)-purin-9-yl]-5-(5-ethyl-tetrazol-2-yl)-cyclopentane-1,2-diol (Example 48), using a procedure analogues to that of 1-((R)-1-{6-(2,2-diphenyl-ethylamino)-9-[((1R,2S,3R,4S)-4-(5-ethyl-tetrazol-2-yl)-2,3-dihydroxy-cyclopentyl]-9H-purin-2-yl}-pyrrolidin-3-yl)-3-pyridin-3-yl-urea hydrochloride (Example 104). After purification, the compound is partitioned between DCM and saturated NaHCO3 (aq). Th... Starting materials: C(CC(O)(C(=O)O)CC(=O)O)(=O)O (citric acid), C(C)(C)N(C(C)C)CC (N,N-Diisopropylethylamine), C(C)(C)(C)OC(=O)N1CCC(CC1)(C(N)=O)N (4-amino-4-carbamoyl-piperidine-1-carboxylic acid tert-butyl ester), C(=S)(Cl)Cl (thiophosgene). Run in C1CCOC1 (THF). Run at time 8 hour. The product is C(C)(C)(C)OC(=O)N1CCC2(C(NC(N2)=S)=O)CC1 (4-oxo-2-thioxo-1,3,8-triaza-spiro[4.5]decane-8-carboxylic acid tert-butyl ester). Yield: 80.7%. As a reaction SMILES: C(N(CC)C(C)C)(C)C.[C:10]([O:14][C:15]([N:17]1[CH2:22][CH2:21][C:20]([NH2:26])([C:23](=[O:25])[NH2:24])[CH2:19][CH2:18]1)=[O:16])([CH3:13])([CH3:12])[CH3:11].[C:27](Cl)(Cl)=[S:28].C(O)(=O)CC(CC(O)=O)(C(O)=O)O>C1COCC1>[C:10]([O:14][C:15]([N:17]1[CH2:18][CH2:19][C:20]2([NH:26][C:27](=[S:28])[NH:24][C:23]2=[O:25])[CH2:21][CH2:22]1)=[O:16])([CH3:13])([CH3:11])[CH3:12]. Procedure details: N,N-Diisopropylethylamine (1.67 ml, 9.84 mmol) was added to a solution of 4-amino-4-carbamoyl-piperidine-1-carboxylic acid tert-butyl ester (1.0 g, 4.1 mmol) in THF (10 ml) at 0° C., and thiophosgene (0.376 ml, 4.9 mmol) was further added dropwise slowly. The reaction solution was warmed to room temperature and stirred overnight. A 10% aqueous citric acid solution was added to the reaction mixture, followed by extraction with ethyl acetate. The organic layers were combined and dried over magnesi... Reactants: [F-].[K+] (potassium fluoride), ClC1=C(C=CC=C1Cl)[N+](=O)[O-] (2,3-dichloronitrobenzene), C=1(C(=CC=CC1)C)C (xylene). Run at temperature 150 celsius, time 6 hour. The product is ClC=1C(=C(C=CC1)[N+](=O)[O-])F (3-chloro-2-fluoronitrobenzene). As a reaction SMILES: [F-:1].[K+].Cl[C:4]1[C:9]([Cl:10])=[CH:8][CH:7]=[CH:6][C:5]=1[N+:11]([O-:13])=[O:12].C1(C)C(C)=CC=CC=1>>[Cl:10][C:9]1[C:4]([F:1])=[C:5]([N+:11]([O-:13])=[O:12])[CH:6]=[CH:7][CH:8]=1 |f:0.1|. Procedure: In a 1-liter flange flask fitted with a distillation bridge and stirrer, 139 g (2.4 mol) of potassium fluoride were introduced at 120° C. into the melt of 576 g (3.0 mol) of 2,3-dichloronitrobenzene. Subsequently, 20 g (0.19 mol) of xylene were added and the reaction suspension was azeotropically dried by application of a vacuum of 60 mbar and heating to 150° C. After the xylene had been distilled off, the distillation bridge was replaced by a reflux condenser, the reaction suspension was heated... The reactants are O=C([O-])[O-], O=C(Cl)Oc1ccccc1, [K+], [K+], NCc1ccccc1, C1COCCO1, O. Yields the product O=C(NCc1ccccc1)Oc1ccccc1. Reaction SMILES: [C:19](=[O:20])([O-:21])[O-:22].[Cl:9][C:10](=[O:11])[O:12][c:13]1[cH:14][cH:15][cH:16][cH:17][cH:18]1.[K+:23].[K+:24].[NH2:1][CH2:2][c:3]1[cH:4][cH:5][cH:6][cH:7][cH:8]1.[O:26]1[CH2:27][CH2:28][O:29][CH2:30][CH2:31]1.[OH2:25]>>[NH:1]([CH2:2][c:3]1[cH:4][cH:5][cH:6][cH:7][cH:8]1)[C:10](=[O:11])[O:12][c:13]1[cH:14][cH:15][cH:16][cH:17][cH:18]1. RXN SMILES: [CH2:1]([O:8][C:9]([N:11]([C:15]1[CH:20]=[CH:19][CH:18]=[CH:17][CH:16]=1)CC=O)=[O:10])[C:2]1[CH:7]=[CH:6][CH:5]=[CH:4][CH:3]=1.[CH:21](OC)([O:24][CH3:25])[O:22][CH3:23].[CH3:28]O>CCCCCC.C(OCC)(=O)C.C12(CS(O)(=O)=O)C(C)(C)C(CC1)CC2=O>[CH2:1]([O:8][C:9]([NH:11][CH:15]([C:20]1[CH:19]=[CH:18][CH:17]=[CH:16][CH:28]=1)[CH:21]([O:24][CH3:25])[O:22][CH3:23])=[O:10])[C:2]1[CH:3]=[CH:4][CH:5]=[CH:6][CH:7]=1 |f:3.4|. Reagents/catalysts: C12(C(=O)CC(CC1)C2(C)C)CS(=O)(=O)O (camphor sulfonic acid). Procedure details: N-Benzyloxycarbonylphenylglycinal (1.38 g, 5.12 mmol) was dissolved in methanol (2.6 ml), and trimethyl orthoformate (1.12 ml, 10.24 mmol) and camphor sulfonic acid (59.5 mg, 0.256 mmol) were added to it and stirred overnight at room temperature. The reaction solution was concentrated under reduced pressure, and the resulting residue was purified by column chromatography on alumina (50 g alumina, hexane/ethyl acetate=2/1) whereby the title compound (1.21 g, 77% yield) was obtained. Product: C(C1=CC=CC=C1)OC(=O)NC(C(OC)OC)C1=CC=CC=C1 (1-Benzyloxycarbonylamino-2,2-dimethyloxy-1-phenylethane). Starting materials: C(C1=CC=CC=C1)OC(=O)N(CC=O)C1=CC=CC=C1 (N-Benzyloxycarbonylphenylglycinal), CO (methanol), C(OC)(OC)OC (trimethyl orthoformate). Reaction conditions: time 8 hour. The solvent is CCCCCC.C(C)(=O)OCC (hexane ethyl acetate). Yield: 77.0%. Starting materials: C1CCOC1, ClCCl, CN1CCOCC1, O=C(O)c1ccc(S(=O)(=O)n2cc(C3CCCC3)c3ccccc32)cc1, COc1nc(Cl)nc(OC)n1, Cl, NCC1CCOCC1. Yields the product O=C(NCC1CCOCC1)c1ccc(S(=O)(=O)n2cc(C3CCCC3)c3ccccc32)cc1. Reaction SMILES: [CH2:54]1[O:55][CH2:56][CH2:57][CH2:58]1.[CH2:59]([Cl:60])[Cl:61].[CH3:27][N:28]1[CH2:29][CH2:30][O:31][CH2:32][CH2:33]1.[CH:1]1([c:6]2[cH:7][n:8]([S:15](=[O:16])(=[O:17])[c:18]3[cH:19][cH:20][c:21]([C:22](=[O:23])[OH:24])[cH:25][cH:26]3)[c:9]3[cH:10][cH:11][cH:12][cH:13][c:14]23)[CH2:2][CH2:3][CH2:4][CH2:5]1.[Cl:34][c:35]1[n:36][c:37]([O:38][CH3:39])[n:40][c:41]([O:42][CH3:43])[n:44]1.[ClH:53].[NH2:45][CH2:46][CH:47]1[CH2:48][CH2:49][O:50][CH2:51][CH2:52]1>>[CH:1]1([c:6]2[cH:7][n:8]([S:15](=[O:16])(=[O:17])[c:18]3[cH:19][cH:20][c:21]([C:22](=[O:24])[NH:45][CH2:46][CH:47]4[CH2:48][CH2:49][O:50][CH2:51][CH2:52]4)[cH:25][cH:26]3)[c:9]3[cH:10][cH:11][cH:12][cH:13][c:14]23)[CH2:2][CH2:3][CH2:4][CH2:5]1. The reactants are ClC1=NC=CN=C1 (chloropyrazine), FC(C1=CC=C(C=C1)B(O)O)(F)F (4-(trifluoromethyl)phenylboronic acid), C([O-])([O-])=O.[Na+].[Na+] (sodium carbonate). The reagents and catalysts are [Cl-].[Cl-].C1(=CC=CC=C1)P(C1=CC=CC=C1)[C-]1C=CC=C1.[CH-]1C=CC=C1.[Fe+2].[Pd+2] (palladium(diphenylphosphino)ferrocene dichloride). Solvent: O1CCOCC1 (dioxane). The product is FC(C1=CC=C(C=C1)C1=NC=CN=C1)(F)F (2-[4-(Trifluoromethyl)phenyl]pyrazine). Reaction SMILES: Cl[C:2]1[CH:7]=[N:6][CH:5]=[CH:4][N:3]=1.[F:8][C:9]([F:20])([F:19])[C:10]1[CH:15]=[CH:14][C:13](B(O)O)=[CH:12][CH:11]=1.C(=O)([O-])[O-].[Na+].[Na+]>O1CCOCC1.[Cl-].[Cl-].C1(P([C-]2C=CC=C2)C2C=CC=CC=2)C=CC=CC=1.[CH-]1C=CC=C1.[Fe+2].[Pd+2]>[F:8][C:9]([F:20])([F:19])[C:10]1[CH:15]=[CH:14][C:13]([C:2]2[CH:7]=[N:6][CH:5]=[CH:4][N:3]=2)=[CH:12][CH:11]=1 |f:2.3.4,6.7.8.9.10.11|. Procedure details: A mixture of chloropyrazine (10, 0.087 mol), 4-(trifluoromethyl)phenylboronic acid (21 g), palladium(diphenylphosphino)ferrocene dichloride (3.5 g, 5 mol %) and sodium carbonate (100 mL, 2M) in dioxane (200 mL) was degassed (×3) via Firestone valve. The mixture was heated under reflux for 1 h., evaporated in vacuo, the residue partitioned between ethyl acetate and water, then the organic phase was washed with brine, dried (MgSO4) and evaporated. The black residue was dry-loaded onto silica and p...